describe an organic reaction: reactants, conditions, products, and yield From a dataset of the Open Reaction Database (ORD), a public repository of structured organic reaction records. The reactants are CC#N, [I-], [Na+], CCOC(=O)Cc1c(C(=O)OCC)c(C)cn1CCOS(C)(=O)=O. Yields the product CCOC(=O)Cc1c(C(=O)OCC)c(C)cn1CCI. Reaction SMILES: [CH3:27][C:28]#[N:29].[I-:25].[Na+:26].[S:1]([O:2][CH2:6][CH2:7][n:8]1[c:9]([CH2:19][C:20](=[O:21])[O:22][CH2:23][CH3:24])[c:10]([C:14](=[O:15])[O:16][CH2:17][CH3:18])[c:11]([CH3:13])[cH:12]1)([CH3:3])(=[O:4])=[O:5]>>[CH2:6]([CH2:7][n:8]1[c:9]([CH2:19][C:20](=[O:21])[O:22][CH2:23][CH3:24])[c:10]([C:14](=[O:15])[O:16][CH2:17][CH3:18])[c:11]([CH3:13])[cH:12]1)[I:25]. Starting materials: C(C)C(C(=O)O)CC (2-ethylbutyric acid), S(=O)(=O)(OC)OC (dimethyl sulfate), C([O-])([O-])=O.[K+].[K+] (potassium carbonate). Solvent: CC(=O)C (acetone). Reaction conditions: time 8 hour. Yields the product C(C)C(C(=O)OC)CC (methyl 2-ethylbutyrate). Isolated yield 53.8%. As a reaction SMILES: [CH2:1]([CH:3]([CH2:7][CH3:8])[C:4]([OH:6])=[O:5])[CH3:2].S(OC)(O[CH3:13])(=O)=O.C(=O)([O-])[O-].[K+].[K+]>CC(C)=O>[CH2:1]([CH:3]([CH2:7][CH3:8])[C:4]([O:6][CH3:13])=[O:5])[CH3:2] |f:2.3.4|. Procedure details: A mixture of 116 g (1 mol) of 2-ethylbutyric acid, 135 g (1.05 mol) of dimethyl sulfate, and 155 g (1.12 mol) of potassium carbonate in 500 ml of acetone was stirred at room temperature under nitrogen overnight, and then was allowed to reflux under nitrogen for 1 hour. The reaction mixture was cooled to room temperature, filtered, and the residual solid was washed with 500 ml of ether. The combined filtrate was concentrated in vacuo, the residue was redissolved in ether, the ether solution was w... Solvent: C1CCOC1 (THF). Isolated yield 184.1%. Yields the product C(C)NCC.C(#N)C1=CC=C(N1C)C=1C=C2C3(C(NC2=CC1)=NC#N)CCCCC3 (5′-(5-Cyano-1-Methyl-1H-Pyrrol-2-Yl)Spiro[Cyclohexane-1,3′-[3H]Indol]-2′-Ylidenecyanamide Diethylamine Salt). The reactants are C(#N)C1=CC=C(N1C)C=1C=C2C3(C(NC2=CC1)=NC#N)CCCCC3 (5′-(5-Cyano-1-methyl-1H-pyrrol-2-yl)spiro[cyclohexane-1,3′-[3H]indol]-2′-ylidenecyanamide), C(C)NCC (diethylamine). Procedure: 5′-(5-Cyano-1-methyl-1H-pyrrol-2-yl)spiro[cyclohexane-1,3′-[3H]indol]-2′-ylidenecyanamide (16 g) in THF (100 mL) was treated with diethylamine (37 g) and refluxed until a solution was obtained. Upon cooling to ambient temperature, a white precipitate was formed. The solution was filtered, the precipitate washed with THF and dried to give 18.0 g (90% yield) of the diethylamine salt/complex. 1H NMR (DMSO-d6, ppm): 7.58, 7.21, 7.05, 7.00, 6.5-6 (br), 6.27, 3.71, 2.80 (q), 1.9-1.7, 1.5-1.4, and 1.10... RXN SMILES: [C:1]([C:3]1[N:7]([CH3:8])[C:6]([C:9]2[CH:10]=[C:11]3[C:15](=[CH:16][CH:17]=2)[NH:14][C:13](=[N:18][C:19]#[N:20])[C:12]23[CH2:25][CH2:24][CH2:23][CH2:22][CH2:21]2)=[CH:5][CH:4]=1)#[N:2].C(NCC)C>C1COCC1>[CH2:6]([NH:7][CH2:3][CH3:1])[CH3:5].[C:1]([C:3]1[N:7]([CH3:8])[C:6]([C:9]2[CH:10]=[C:11]3[C:15](=[CH:16][CH:17]=2)[NH:14][C:13](=[N:18][C:19]#[N:20])[C:12]23[CH2:25][CH2:24][CH2:23][CH2:22][CH2:21]2)=[CH:5][CH:4]=1)#[N:2] |f:3.4|.